Task: describe an organic reaction: reactants, conditions, products, and yield. Dataset: the Open Reaction Database (ORD), a public repository of structured organic reaction records Reactants: [OH-].[Na+] (NaOH), isobutylaldehyde, BrC1=C(C=CC(=C1)OC)CCl (2-bromo-1-(chloromethyl)-4-methoxybenzene). Reagents/catalysts: [N+](CCCC)(CCCC)(CCCC)CCCC.[I-] ((Bu)4NI). Run in O (water), C1=CC=CC=C1 (benzene), O (water), C1=CC=CC=C1 (benzene). Run at temperature 70 celsius, time 6 hour. Yields the product BrC1=C(C=CC(=C1)OC)CC(C=O)(C)C (3-(2-bromo-4-methoxyphenyl)-2,2-dimethylpropanal). Isolated yield 103.7%. Reaction SMILES: [OH-:1].[Na+].[Br:3][C:4]1[CH:9]=[C:8]([O:10][CH3:11])[CH:7]=[CH:6][C:5]=1[CH2:12]Cl>[N+](CCCC)(CCCC)(CCCC)CCCC.[I-].C1C=CC=CC=1.O>[Br:3][C:4]1[CH:9]=[C:8]([O:10][CH3:11])[CH:7]=[CH:6][C:5]=1[CH2:12][C:5]([CH3:12])([CH3:6])[CH:4]=[O:1] |f:0.1,3.4|. Procedure details: A mixture of NaOH (4.9 g), and (Bu)4NI (1 g) in benzene (14 mL) and water (4.9 mL) was heated at 70° C. under argon to obtain a homogeneous mixture. To this mixture was added dropwise a mixture of isobutylaldehyde (10.1 g, 140 mmoles), and the product of Step 1 (25 g, 106 mmoles) in benzene (38 mL). After the addition, the resulting mixture was stirred at 70° C. for 6 h under argon. It was cooled, diluted with water, and extracted with EtOAc (3×150 mL). The combined organic extracts were washed ...